This data is from the Open Reaction Database (ORD), a public repository of structured organic reaction records. The task is: describe an organic reaction: reactants, conditions, products, and yield Reactants: CC(C)(C)ON=O, N#Cc1c(C(F)(F)F)nn(-c2c(Cl)cc(C(F)(F)F)cc2Cl)c1N, C1CCOC1. The product is N#Cc1cn(-c2c(Cl)cc(C(F)(F)F)cc2Cl)nc1C(F)(F)F. As a reaction SMILES: [N:25]([O:26][C:27]([CH3:28])([CH3:29])[CH3:30])=[O:31].[NH2:1][c:2]1[c:3]([C:23]#[N:24])[c:4]([C:19]([F:20])([F:21])[F:22])[n:5][n:6]1-[c:7]1[c:8]([Cl:18])[cH:9][c:10]([C:14]([F:15])([F:16])[F:17])[cH:11][c:12]1[Cl:13].[O:32]1[CH2:33][CH2:34][CH2:35][CH2:36]1>>[cH:2]1[c:3]([C:23]#[N:24])[c:4]([C:19]([F:20])([F:21])[F:22])[n:5][n:6]1-[c:7]1[c:8]([Cl:18])[cH:9][c:10]([C:14]([F:15])([F:16])[F:17])[cH:11][c:12]1[Cl:13].